This data is from the Open Reaction Database (ORD), a public repository of structured organic reaction records. The task is: describe an organic reaction: reactants, conditions, products, and yield The reactants are C(CCC(=O)C)(=O)O (levulinic acid), Cl.C(C)(C)(C)NN (t-butylhydrazine hydrochloride), ClCl (chlorine), [OH-].[Na+] (sodium hydroxide), [C-]#N.[Na+] (sodium cyanide). Run in O (water). Conditions: time 5 hour. Product: C(C)(C)(C)N=NC(CCC(=O)O)(C)C#N (4-t-butylazo-4-cyanovaleric acid). Isolated yield 86.5%. RXN SMILES: [C:1]([OH:8])(=[O:7])[CH2:2][CH2:3][C:4]([CH3:6])=O.[OH-].[Na+].[C-:11]#[N:12].[Na+].Cl.[C:15]([NH:19][NH2:20])([CH3:18])([CH3:17])[CH3:16].ClCl>O>[C:15]([N:19]=[N:20][C:4]([C:11]#[N:12])([CH3:6])[CH2:3][CH2:2][C:1]([OH:8])=[O:7])([CH3:18])([CH3:17])[CH3:16] |f:1.2,3.4,5.6|. Reported procedure: To a mixture of 10.2 grams (0.0876 mole) of levulinic acid in 25 ml. of water was added in the following sequence: 7.04 grams (0.0876 mole) of 50% sodium hydroxide, 5.88 grams (0.12 mole) of sodium cyanide and 10.9 grams (0.0438 mole) of t-butylhydrazine hydrochloride. The reaction mixture was stirred for 5 hours at room temperature, cooled to 5° C. and chlorine passed into the system holding the temperature below 15° C. until there was an increase in weight 10.0 grams (0.14 mole). After the chl... Reactants: resin, solution, S(=O)(=O)([O-])OOS(=O)(=O)[O-] (persulfate), CN(C(C=C)=O)C (N, N-dimethylacrylamide), CC(=O)OC=C.C=CCl (tygon), S(=O)(=O)([O-])OOS(=O)(=O)[O-] (persulfate), [PH2](=O)[O-].[Na+] (sodium hypophosphite), solution, C(C=C)(=O)N (acrylamide), C(CN(CC(=O)[O-])CC(=O)[O-])N(CC(=O)[O-])CC(=O)[O-].[Na+].[Na+].[Na+].[Na+] (Versene 100). The solvent is O (water), O (water). Run at temperature 72 celsius. Yields the product COC(=O)C#CC(=O)OC (DMAD). RXN SMILES: [C:1](N)(=[O:4])[CH:2]=[CH2:3].CN(C)[C:8](=[O:11])C=C.C(N(CC([O-])=O)CC([O-])=O)CN(CC([O-])=O)CC([O-])=O.[Na+].[Na+].[Na+].[Na+].[PH2]([O-])=O.[Na+].C[C:42]([O:44][CH:45]=C)=[O:43].C=CCl.S(OOS([O-])(=O)=O)([O-])(=O)=O>O>[CH3:8][O:11][C:1]([C:2]#[C:3][C:42]([O:44][CH3:45])=[O:43])=[O:4] |f:2.3.4.5.6,7.8,9.10|. Reported procedure: For comparison purposes, a terpolymer outside the scope of applicants' invention was prepared and tested. Into a 1 liter resin reaction flask fitted with a stirrer, thermometer, condenser, nitrogen inlet and a port for adding liquid, is placed 470.1 g of deionized water, 75.2 g of a 50% solution of acrylamide, 350 g of a 50% solution of AMPS, 37.6 g of N, N-dimethylacrylamide and 0.1 g of Versene 100. The solution is stirred and to it added a solution of 0.5 g of sodium hypophosphite dissolved i...